Dataset: the Open Reaction Database (ORD), a public repository of structured organic reaction records. Task: describe an organic reaction: reactants, conditions, products, and yield Reactants: CCO, CCOC(C)=O, NO, O, O=C1CCCC(c2ccccc2)C1. Yields the product ON=C1CCCC(c2ccccc2)C1. Reaction SMILES: [CH3:17][CH2:18][OH:19].[CH3:20][CH2:21][O:22][C:23]([CH3:24])=[O:25].[NH2:14][OH:15].[OH2:16].[c:1]1([CH:7]2[CH2:8][C:9](=[O:13])[CH2:10][CH2:11][CH2:12]2)[cH:2][cH:3][cH:4][cH:5][cH:6]1>>[c:1]1([CH:7]2[CH2:8][C:9](=[N:14][OH:15])[CH2:10][CH2:11][CH2:12]2)[cH:2][cH:3][cH:4][cH:5][cH:6]1. The reactants are NCC=1C(=C(C(=CC1)Cl)OC1=NC(=CC(=C1)C#N)Cl)F (2-{[3-(aminomethyl)-6-chloro-2-fluorophenyl]oxy}-6-chloro-4-pyridinecarbonitrile), BrC=1N=C(NC1C(=O)O)C (4-bromo-2-methyl-1H-imidazole-5-carboxylic acid). Yields the product BrC=1N=C(NC1C(=O)NCC1=C(C(=C(C=C1)Cl)OC1=NC(=CC(=C1)C#N)Cl)F)C (4-bromo-N-({4-chloro-3-[(6-chloro-4-cyano-2-pyridinyl)oxy]-2-fluorophenyl}methyl)-2-methyl-1H-imidazole-5-carboxamide). Isolated yield 98.6%. RXN SMILES: [NH2:1][CH2:2][C:3]1[C:4]([F:20])=[C:5]([O:10][C:11]2[CH:16]=[C:15]([C:17]#[N:18])[CH:14]=[C:13]([Cl:19])[N:12]=2)[C:6]([Cl:9])=[CH:7][CH:8]=1.[Br:21][C:22]1[N:23]=[C:24]([CH3:30])[NH:25][C:26]=1[C:27](O)=[O:28]>>[Br:21][C:22]1[N:23]=[C:24]([CH3:30])[NH:25][C:26]=1[C:27]([NH:1][CH2:2][C:3]1[CH:8]=[CH:7][C:6]([Cl:9])=[C:5]([O:10][C:11]2[CH:16]=[C:15]([C:17]#[N:18])[CH:14]=[C:13]([Cl:19])[N:12]=2)[C:4]=1[F:20])=[O:28]. Procedure: The previously described 2-{[3-(aminomethyl)-6-chloro-2-fluorophenyl]oxy}-6-chloro-4-pyridinecarbonitrile (0.040 g, 0.13 mmol) and 4-bromo-2-methyl-1H-imidazole-5-carboxylic acid (0.064 g, 0.14 mmol) were employed in a similar process described herein to prepare the title compound (0.064 g, quant.) as a white solid after purification by Reverse-Phase HPLC (water:acetonitrile with 0.1% TFA) followed by neutralization. 1H NMR (400 MHz, CHLOROFORM-d) δ ppm 12.11 (br. s., 1H) 7.36 (t, J=5.84 Hz, 1H)... Reactants: C(C)OC(C[C@@H](CCC[C@H](CCC(CC)C)C)C)=O (3(R),7(R),10-trimethyl-dodecanoic acid ethyl ester), [H-].[Al+3].[Li+].[H-].[H-].[H-] (lithium aluminum hydride), CCOCC (ether), C(C)OCC (diethyl ether). Reaction conditions: time 2 hour. Yields the product C[C@@H](CCO)CCC[C@@H](CCCC(C)C)C (3(R),7(R),11-trimethyl-dodecanol). The yield is 97.4%. Reaction SMILES: C(O[C:4](=[O:19])[CH2:5][C@H:6]([CH3:18])[CH2:7][CH2:8][CH2:9][C@@H:10]([CH3:17])[CH2:11][CH2:12][CH:13](C)[CH2:14][CH3:15])C.[H-].[Al+3].[Li+].[H-].[H-].[H-].[CH3:26]COCC>>[CH3:18][C@H:6]([CH2:7][CH2:8][CH2:9][C@H:10]([CH3:17])[CH2:11][CH2:12][CH2:13][CH:14]([CH3:15])[CH3:26])[CH2:5][CH2:4][OH:19] |f:1.2.3.4.5.6|. Reported procedure: 3.13 g (0.01157 mol) of 3(R),7(R),10-trimethyl-dodecanoic acid ethyl ester in dry ether (35 ml) was added dropwise to a mixture of lithium aluminum hydride (3.0 g) in 150 ml of dry diethyl ether. The mixture was refluxed with stirring for 21/2 hr. The flask was cooled in an ice-bath and the excess of lithium aluminum hydride was destroyed by carefully adding water, followed by 450 ml of 2 N H2SO4. The aqueous phase was extracted with diethyl ether (3×150 ml). The ether extract was washed with wa... Starting materials: S(O)(O)(=O)=O (Sulfuric acid), NC1=CC(=C(C(=O)O)C=C1[N+](=O)[O-])F (4-amino-2-fluoro-5-nitrobenzoic acid), CO (methanol). Product: NC1=CC(=C(C(=O)OC)C=C1[N+](=O)[O-])F (methyl 4-amino-2-fluoro-5-nitrobenzoate). Yield: 69.0%. Reaction SMILES: S(=O)(=O)(O)O.[NH2:6][C:7]1[C:15]([N+:16]([O-:18])=[O:17])=[CH:14][C:10]([C:11]([OH:13])=[O:12])=[C:9]([F:19])[CH:8]=1.[CH3:20]O>>[NH2:6][C:7]1[C:15]([N+:16]([O-:18])=[O:17])=[CH:14][C:10]([C:11]([O:13][CH3:20])=[O:12])=[C:9]([F:19])[CH:8]=1. Procedure details: Sulfuric acid (10 mL) was added to a solution of 4-amino-2-fluoro-5-nitrobenzoic acid ammoniate (10 g, 46 mmol) in methanol (100 mL) and refluxed for 30 h. The solution was cooled to ambient temperature and the solid thus obtained was collected by filtration, washed with hexanes, and dried in vacuo at 40° C. for 14 h to afford the desired methyl 4-amino-2-fluoro-5-nitrobenzoate as a yellow solid (6.84 g, 31.9 mmol, 69%). 1H NMR (MeOD) δ 8.62-8.58 (m, 1H), 6.63-6.59 (m, 1H). Starting materials: Cl.FC(C1=C(OC2CCNCC2)C=CC=C1)(F)F (4-(2-trifluoromethyl-phenoxy)-piperidine hydrochloride), ClC1=C(C=C(C=C1)C(F)(F)F)O (2-chloro-5-(trifluoromethyl)phenol), C(C)(C)(C)OC(N[C@H]1[C@@H](C1)CO)=O (trans-(2-hydroxymethyl-cyclopropyl)-carbamic acid tert-butyl ester), amine, Cl (HCl). Yields the product Cl.ClC1=C(OC[C@H]2[C@@H](C2)N)C=C(C=C1)C(F)(F)F (trans 2-(2-chloro-5-trifluoromethyl-phenoxymethyl)-cyclopropylamine hydrochloride). Reaction SMILES: Cl.FC(F)(F)C1C=CC=CC=1O[CH:7]1[CH2:12]C[NH:10][CH2:9][CH2:8]1.[Cl:19][C:20]1[CH:25]=[CH:24][C:23]([C:26]([F:29])([F:28])[F:27])=[CH:22][C:21]=1[OH:30].C(OC(=O)N[C@@H]1C[C@H]1CO)(C)(C)C.Cl>>[ClH:19].[Cl:19][C:20]1[CH:25]=[CH:24][C:23]([C:26]([F:28])([F:29])[F:27])=[CH:22][C:21]=1[O:30][CH2:12][C@@H:7]1[CH2:8][C@H:9]1[NH2:10] |f:0.1,5.6|. Procedure: The intermediate 1f is synthesised according to the procedure described for the synthesis of 1a from 2-chloro-5-(trifluoromethyl)phenol and trans-(2-hydroxymethyl-cyclopropyl)-carbamic acid tert-butyl ester and, the amine function deprotection step is carried out in an HCl solution (4N in dioxane). 1f is isolated in solid form with a 95% yield.